Dataset: the Open Reaction Database (ORD), a public repository of structured organic reaction records. Task: describe an organic reaction: reactants, conditions, products, and yield Starting materials: C(C)(C)(C)OC(=O)[C@H]1N([C@H](SC1)C1=CC=CC=C1)C(CNC(NC=1C=C(C(=O)OCC[Si](C)(C)C)C=CC1)=O)=O (2-trimethylsilylethyl (2R,4R)-3-{3-[2-(4-tert-butoxycarbonyl-2-phenyl-3-thiazolidinyl)-2-oxoethyl]ureido}benzoate), [F-].C(CCC)[N+](CCCC)(CCCC)CCCC (tetrabutylammonium fluoride). Product: C(C)(C)(C)OC(=O)[C@H]1N([C@H](SC1)C1=CC=CC=C1)C(CNC(NC=1C=C(C(=O)O)C=CC1)=O)=O ((2R,4R)-3-{3-[2-(4-tert-butoxycarbonyl-2-phenyl-3-thiazolidinyl)-2-oxoethyl]ureido}benzoic acid). The yield is 30.6%. RXN SMILES: [C:1]([O:5][C:6]([C@@H:8]1[CH2:12][S:11][C@H:10]([C:13]2[CH:18]=[CH:17][CH:16]=[CH:15][CH:14]=2)[N:9]1[C:19](=[O:40])[CH2:20][NH:21][C:22](=[O:39])[NH:23][C:24]1[CH:25]=[C:26]([CH:36]=[CH:37][CH:38]=1)[C:27]([O:29]CC[Si](C)(C)C)=[O:28])=[O:7])([CH3:4])([CH3:3])[CH3:2].[F-].C([N+](CCCC)(CCCC)CCCC)CCC>>[C:1]([O:5][C:6]([C@@H:8]1[CH2:12][S:11][C@H:10]([C:13]2[CH:14]=[CH:15][CH:16]=[CH:17][CH:18]=2)[N:9]1[C:19](=[O:40])[CH2:20][NH:21][C:22](=[O:39])[NH:23][C:24]1[CH:25]=[C:26]([CH:36]=[CH:37][CH:38]=1)[C:27]([OH:29])=[O:28])=[O:7])([CH3:4])([CH3:2])[CH3:3] |f:1.2|. Procedure details: The operation is carried out in a fashion similar to that described in Example 41, but starting from 1.3 g of 2-trimethylsilylethyl (2R,4R)-3-{3-[2-(4-tert-butoxycarbonyl-2-phenyl-3-thiazolidinyl)-2-oxoethyl]ureido}benzoate and 4.5 cm3 of a molar tetrabutylammonium fluoride solution. The crude product is purified by chromatography on silica [eluent: ethyl acetate/methanol (95/5 by volume)]. The fractions containing the expected product are combined and concentrated to dryness under reduced press... The reactants are CC(=O)NCC1CC1c1c(Br)ccc2nn(C)cc12, O=C([O-])[O-], COCCOC, CCOC(C)=O, OB(O)C1CC1, [K+], [K+], O, c1ccc(P(c2ccccc2)(c2ccccc2)[Pd](P(c2ccccc2)(c2ccccc2)c2ccccc2)(P(c2ccccc2)(c2ccccc2)c2ccccc2)P(c2ccccc2)(c2ccccc2)c2ccccc2)cc1. Yields the product CC(=O)NCC1CC1c1c(C2CC2)ccc2nn(C)cc12. As a reaction SMILES: [Br:1][c:2]1[c:3]([CH:12]2[CH:13]([CH2:15][NH:16][C:17]([CH3:18])=[O:19])[CH2:14]2)[c:4]2[cH:5][n:6]([CH3:11])[n:7][c:8]2[cH:9][cH:10]1.[C:26](=[O:27])([O-:28])[O-:29].[CH3:32][O:33][CH2:34][CH2:35][O:36][CH3:37].[CH3:38][CH2:39][O:40][C:41](=[O:42])[CH3:43].[CH:20]1([B:23]([OH:24])[OH:25])[CH2:21][CH2:22]1.[K+:30].[K+:31].[OH2:44].[cH:45]1[cH:46][cH:47][c:48]([P:49]([Pd:50]([P:51]([c:52]2[cH:53][cH:54][cH:55][cH:56][cH:57]2)([c:58]2[cH:59][cH:60][cH:61][cH:62][cH:63]2)[c:64]2[cH:65][cH:66][cH:67][cH:68][cH:69]2)([P:70]([c:71]2[cH:72][cH:73][cH:74][cH:75][cH:76]2)([c:77]2[cH:78][cH:79][cH:80][cH:81][cH:82]2)[c:83]2[cH:84][cH:85][cH:86][cH:87][cH:88]2)[P:89]([c:90]2[cH:91][cH:92][cH:93][cH:94][cH:95]2)([c:96]2[cH:97][cH:98][cH:99][cH:100][cH:101]2)[c:102]2[cH:103][cH:104][cH:105][cH:106][cH:107]2)([c:108]2[cH:109][cH:110][cH:111][cH:112][cH:113]2)[c:114]2[cH:115][cH:116][cH:117][cH:118][cH:119]2)[cH:120][cH:121]1>>[c:2]1([CH:20]2[CH2:21][CH2:22]2)[c:3]([CH:12]2[CH:13]([CH2:15][NH:16][C:17]([CH3:18])=[O:19])[CH2:14]2)[c:4]2[cH:5][n:6]([CH3:11])[n:7][c:8]2[cH:9][cH:10]1. Starting materials: CC(C)(C)N=C=O, CCCCCCC, N=C(N)Nc1c(Cl)cccc1Cl, Cc1ccccc1C. The product is CC(C)(C)NC(=O)NC(=N)Nc1c(Cl)cccc1Cl. Reaction SMILES: [C:21]([CH3:22])([CH3:23])([CH3:24])[N:25]=[C:26]=[O:27].[CH3:28][CH2:29][CH2:30][CH2:31][CH2:32][CH2:33][CH3:34].[Cl:1][c:2]1[c:3]([NH:9][C:10](=[NH:11])[NH2:12])[c:4]([Cl:8])[cH:5][cH:6][cH:7]1.[c:13]1([CH3:14])[c:15]([CH3:16])[cH:17][cH:18][cH:19][cH:20]1>>[Cl:1][c:2]1[c:3]([NH:9][C:10](=[NH:11])[NH:12][C:26]([NH:25][C:21]([CH3:22])([CH3:23])[CH3:24])=[O:27])[c:4]([Cl:8])[cH:5][cH:6][cH:7]1. Reactants: CC#N, OCCCCl, Cc1cc(F)ccc1Nc1ccc(C(=O)c2cc(O)ccc2C)c([N+](=O)[O-])c1, [I-], [K+], [K+], [Na+], O=C([O-])[O-]. The product is Cc1cc(F)ccc1Nc1ccc(C(=O)c2cc(OCCCO)ccc2C)c([N+](=O)[O-])c1. As a reaction SMILES: [CH3:42][C:43]#[N:44].[Cl:29][CH2:30][CH2:31][CH2:32][OH:33].[F:1][c:2]1[cH:3][c:4]([CH3:28])[c:5]([NH:8][c:9]2[cH:10][c:11]([N+:25](=[O:26])[O-:27])[c:12]([C:15](=[O:16])[c:17]3[c:18]([CH3:24])[cH:19][cH:20][c:21]([OH:23])[cH:22]3)[cH:13][cH:14]2)[cH:6][cH:7]1.[I-:40].[K+:34].[K+:35].[Na+:41].[O-:36][C:37]([O-:38])=[O:39]>>[F:1][c:2]1[cH:3][c:4]([CH3:28])[c:5]([NH:8][c:9]2[cH:10][c:11]([N+:25](=[O:26])[O-:27])[c:12]([C:15](=[O:16])[c:17]3[c:18]([CH3:24])[cH:19][cH:20][c:21]([O:23][CH2:30][CH2:31][CH2:32][OH:33])[cH:22]3)[cH:13][cH:14]2)[cH:6][cH:7]1. The reactants are ClC1=C(C=C(OC=2C=CC(=NC2)I)C=C1)C(F)(F)F (5-(4-chloro-3-(trifluoromethyl)phenoxy)-2-iodopyridine), C(CC(=O)OCC)(=O)OCC (diethyl malonate), N1=C(C=CC=C1)C(=O)O (picolinic acid), C(=O)([O-])[O-].[Cs+].[Cs+] (Cs2CO3). The reagents and catalysts are [Cu]I (copper(I) iodide). The solvent is O1CCOCC1 (1,4-dioxane). Conditions: temperature 80 celsius, time 10 hour. The product is ClC1=C(C=C(OC=2C=CC(=NC2)C(C(=O)OCC)C(=O)OCC)C=C1)C(F)(F)F (diethyl 2-(5-(4-chloro-3-(trifluoromethyl) phenoxy)pyridin-2-yl)malonate). Yield: 196.8%. Reaction SMILES: [Cl:1][C:2]1[CH:15]=[CH:14][C:5]([O:6][C:7]2[CH:8]=[CH:9][C:10](I)=[N:11][CH:12]=2)=[CH:4][C:3]=1[C:16]([F:19])([F:18])[F:17].[C:20]([O:28][CH2:29][CH3:30])(=[O:27])[CH2:21][C:22]([O:24][CH2:25][CH3:26])=[O:23].N1C=CC=CC=1C(O)=O.C([O-])([O-])=O.[Cs+].[Cs+]>O1CCOCC1.[Cu]I>[Cl:1][C:2]1[CH:15]=[CH:14][C:5]([O:6][C:7]2[CH:8]=[CH:9][C:10]([CH:21]([C:22]([O:24][CH2:25][CH3:26])=[O:23])[C:20]([O:28][CH2:29][CH3:30])=[O:27])=[N:11][CH:12]=2)=[CH:4][C:3]=1[C:16]([F:19])([F:18])[F:17] |f:3.4.5|. Procedure: To a solution of 5-(4-chloro-3-(trifluoromethyl)phenoxy)-2-iodopyridine (6 g, 7.06 mmol), diethyl malonate (2.261 g, 14.12 mmol) and picolinic acid (0.261 g, 2.117 mmol) in 1,4-dioxane (60 mL) were added Cs2CO3 (6.90 g, 21.17 mmol) and copper(I) iodide (0.134 g, 0.706 mmol). The reaction mixture was stirred at 80° C. for 10 hr. and then concentrated under reduced pressure. The reaction mixture was then extracted with CH2Cl2. The organic layer was separated and concentrated under reduced pressure... The reactants are [H-].[H-].[H-].[H-].[Li+].[Al+3] (LiAlH4), FC=1C=C(C=CC1F)C1COCC(N1)=O (5-(3,4-difluoro-phenyl)-morpholin-3-one). Solvent: CCOCC (Et2O), CCOCC (Et2O), C1CCOC1 (THF). The product is FC=1C=C(C=CC1F)C1COCCN1 (5-(3,4-difluoro-phenyl)morpholine). Reaction SMILES: [H-].[H-].[H-].[H-].[Li+].[Al+3].[F:7][C:8]1[CH:9]=[C:10]([CH:15]2[NH:20][C:19](=O)[CH2:18][O:17][CH2:16]2)[CH:11]=[CH:12][C:13]=1[F:14]>CCOCC.C1COCC1>[F:7][C:8]1[CH:9]=[C:10]([CH:15]2[NH:20][CH2:19][CH2:18][O:17][CH2:16]2)[CH:11]=[CH:12][C:13]=1[F:14] |f:0.1.2.3.4.5|. Procedure details: To a suspension of LiAlH4 (6.0 mmol, 0.23 g) in 25.0 mL of Et2O was added a solution of 5-(3,4-difluoro-phenyl)-morpholin-3-one (2.0 mmol, 0.42 g) in 20.0 mL Et2O and 5.0 mL THF at room temperature. The resulting suspension was heated to reflux for 2 hours and was then quenched with water and aq. NaOH solution. The solid was filtered off and the filtrate was dried over Na2SO4. The filtrate was then decanted and the solvent was removed in vacuo to obtain 5-(3,4-difluoro-phenyl)morpholine as a vis... Reactants: COC(=O)C(NC(=O)OCc1ccccc1)C(SCCNC(=O)OC(C)(C)C)c1cccc2ccccc12, CCOC(C)=O, Cl. The product is COC(=O)C(NC(=O)OCc1ccccc1)C(SCCN)c1cccc2ccccc12, Cl. RXN SMILES: [CH2:1]([c:2]1[cH:3][cH:4][cH:5][cH:6][cH:7]1)[O:8][C:9](=[O:10])[NH:11][CH:12]([CH:13]([S:14][CH2:15][CH2:16][NH:17][C:18]([O:19][C:20]([CH3:21])([CH3:22])[CH3:23])=[O:24])[c:25]1[cH:26][cH:27][cH:28][c:29]2[cH:30][cH:31][cH:32][cH:33][c:34]12)[C:35](=[O:36])[O:37][CH3:38].[CH3:40][CH2:41][O:42][C:43](=[O:44])[CH3:45].[ClH:39]>>[CH2:1]([c:2]1[cH:3][cH:4][cH:5][cH:6][cH:7]1)[O:8][C:9](=[O:10])[NH:11][CH:12]([CH:13]([S:14][CH2:15][CH2:16][NH2:17])[c:25]1[cH:26][cH:27][cH:28][c:29]2[cH:30][cH:31][cH:32][cH:33][c:34]12)[C:35](=[O:36])[O:37][CH3:38].[ClH:39]. The reactants are [Cl-].[Mg+2].[Cl-] (magnesium chloride), ClP(C1=CC=CC=C1)C1=CC=CC=C1 (chlorodiphenylphosphine), CC1=CC2=CC=CC=C2C=C1 (2-methylnaphthalene). Reagents/catalysts: [Cl-].C(C1=CC=CC=C1)[N+](C)(C)C (benzyltrimethylammonium chloride). Run in CN(C=O)C (dimethylformamide). Run at temperature 35 celsius, time 3 hour. The product is C(C1=CC=CC=C1)P(C1=CC=CC=C1)C1=CC=CC=C1 (benzyldiphenylphosphine). Isolated yield 83.0%. RXN SMILES: [Cl-].[Mg+2].[Cl-].Cl[P:5]([C:12]1[CH:17]=[CH:16][CH:15]=[CH:14][CH:13]=1)[C:6]1[CH:11]=[CH:10][CH:9]=[CH:8][CH:7]=1.[CH3:18][C:19]1[CH:28]=[CH:27][C:26]2[C:21](=CC=CC=2)[CH:20]=1>[Cl-].C([N+](C)(C)C)C1C=CC=CC=1.CN(C)C=O>[CH2:18]([P:5]([C:12]1[CH:17]=[CH:16][CH:15]=[CH:14][CH:13]=1)[C:6]1[CH:11]=[CH:10][CH:9]=[CH:8][CH:7]=1)[C:19]1[CH:28]=[CH:27][CH:26]=[CH:21][CH:20]=1 |f:0.1.2,5.6|. Procedure details: An electrolysis cell as described in Example 1 is used. The electrolyte comprises 70 ml of dimethylformamide (max. 0.1% of water), 0.4 g of anhydrous magnesium chloride and 6.62 g (0.030 mol) of chlorodiphenylphosphine. The electrolysis is carried out as described in Example 1. The electrolysis temperature is 25° C. After an amount of charge of 0.96 Ah, the electrolysis is ended. 4.64 g (0.025 mol) of benzyltrimethylammonium chloride are then introduced into the electrolyte with exclusion of air...